From a dataset of the Open Reaction Database (ORD), a public repository of structured organic reaction records. describe an organic reaction: reactants, conditions, products, and yield The reactants are [OH-].[K+] (potassium hydroxide), CC(C)(C)C1=C(C(=CC(=C1)S)C(C)(C)C)O (2,6-bis(1,1-dimethylethyl)-4-mercaptophenol), C(C)OC(C(CCC)Br)=O (ethyl-2bromovalerate). The product is CC(C)(C)C=1C=C(C=C(C1O)C(C)(C)C)SC(C(=O)O)CCC ([3,5-bis(1,1-dimethylethyl)-4-hydroxyphenylthio]pentanoic acid). Procedure: The title compound was prepared according to the method of Example 9 from potassium hydroxide flakes (3.36 g, 0.06 mole), 2,6-bis(1,1-dimethylethyl)-4-mercaptophenol (4.76 g, 0.02 mole) and ethyl-2bromovalerate (4.18 g, 0.02 mole) in acetone (100 ml). The structure was confirmed by NMR. Run in CC(=O)C (acetone). As a reaction SMILES: [OH-].[K+].[CH3:3][C:4]([C:7]1[CH:12]=[C:11]([SH:13])[CH:10]=[C:9]([C:14]([CH3:17])([CH3:16])[CH3:15])[C:8]=1[OH:18])([CH3:6])[CH3:5].C([O:21][C:22](=[O:28])[CH:23](Br)[CH2:24][CH2:25][CH3:26])C>CC(C)=O>[CH3:6][C:4]([C:7]1[CH:12]=[C:11]([S:13][CH:23]([CH2:24][CH2:25][CH3:26])[C:22]([OH:28])=[O:21])[CH:10]=[C:9]([C:14]([CH3:17])([CH3:16])[CH3:15])[C:8]=1[OH:18])([CH3:3])[CH3:5] |f:0.1|. Reactants: C(C)NC1=CC(=C(C(=O)N([C@H]2CN(CCC2)C(=O)OC(C)(C)C)C(C)C)C=C1[N+](=O)[O-])C(F)(F)F (tert-butyl (3R)-3-[[4-(ethylamino)-5-nitro-2-(trifluoromethyl)benzoyl]-(isopropyl)amino]piperidine-1-carboxylate). Reagents/catalysts: [C].[Pd] (palladium-carbon). Run in O1CCCC1 (tetrahydrofuran). Run at time 3 hour. The product is NC=1C(=CC(=C(C(=O)N([C@H]2CN(CCC2)C(=O)OC(C)(C)C)C(C)C)C1)C(F)(F)F)NCC (tert-Butyl (3R)-3-[[5-amino-4-(ethylamino)-2-(trifluoromethyl)benzoyl](isopropyl)amino]piperidine-1-carboxylate). The yield is 95.9%. Reaction SMILES: [CH2:1]([NH:3][C:4]1[C:28]([N+:29]([O-])=O)=[CH:27][C:7]([C:8]([N:10]([CH:24]([CH3:26])[CH3:25])[C@@H:11]2[CH2:16][CH2:15][CH2:14][N:13]([C:17]([O:19][C:20]([CH3:23])([CH3:22])[CH3:21])=[O:18])[CH2:12]2)=[O:9])=[C:6]([C:32]([F:35])([F:34])[F:33])[CH:5]=1)[CH3:2]>O1CCCC1.[C].[Pd]>[NH2:29][C:28]1[C:4]([NH:3][CH2:1][CH3:2])=[CH:5][C:6]([C:32]([F:33])([F:34])[F:35])=[C:7]([CH:27]=1)[C:8]([N:10]([CH:24]([CH3:25])[CH3:26])[C@@H:11]1[CH2:16][CH2:15][CH2:14][N:13]([C:17]([O:19][C:20]([CH3:23])([CH3:21])[CH3:22])=[O:18])[CH2:12]1)=[O:9] |f:2.3|. Procedure: To a solution of tert-butyl (3R)-3-[[4-(ethylamino)-5-nitro-2-(trifluoromethyl)benzoyl]-(isopropyl)amino]piperidine-1-carboxylate (610 mg) in tetrahydrofuran (10 ml) was added 10% palladium-carbon (600 mg, 50% wet.), and the mixture was stirred at room temperature under hydrogen atmosphere for 3 hours. The reaction solution was filtered on celite, washed with tetrahydrofuran, and the filtrate was concentrated under reduced pressure to give the title compound (550 mg).